From a dataset of the Open Reaction Database (ORD), a public repository of structured organic reaction records. describe an organic reaction: reactants, conditions, products, and yield The reactants are O=C(CBr)Nc1ccc(Cl)cn1, COCCOCCO, COCCO, COCCOCc1ncc(C(=O)NC2CCN(C(C)C)CC2)[nH]1, [H-], [Na+], CN(C)C=O. The product is COCCOCc1ncc(C(=O)NC2CCN(C(C)C)CC2)n1CC(=O)Nc1ccc(Cl)cn1. As a reaction SMILES: [Br:34][CH2:35][C:36](=[O:37])[NH:38][c:39]1[n:40][cH:41][c:42]([Cl:45])[cH:43][cH:44]1.[CH3:24][O:25][CH2:26][CH2:27][O:28][CH2:29][CH2:30][OH:31].[CH3:51][O:52][CH2:53][CH2:54][OH:55].[CH:1]([CH3:2])([CH3:3])[N:4]1[CH2:5][CH2:6][CH:7]([NH:10][C:11](=[O:12])[c:13]2[nH:14][c:15]([CH2:18][O:19][CH2:20][CH2:21][O:22][CH3:23])[n:16][cH:17]2)[CH2:8][CH2:9]1.[H-:32].[Na+:33].[O:46]=[CH:47][N:48]([CH3:49])[CH3:50]>>[CH:1]([CH3:2])([CH3:3])[N:4]1[CH2:5][CH2:6][CH:7]([NH:10][C:11](=[O:12])[c:13]2[n:14]([CH2:35][C:36](=[O:37])[NH:38][c:39]3[n:40][cH:41][c:42]([Cl:45])[cH:43][cH:44]3)[c:15]([CH2:18][O:19][CH2:20][CH2:21][O:22][CH3:23])[n:16][cH:17]2)[CH2:8][CH2:9]1. Starting materials: CN(CCOC=1C=C2CCCC(C2=CC1)=NO)C (6-(2-dimethylamino-ethoxy)-3,4-dihydro-2H-naphthalen-1-one oxime), Cl (HCl). Reagents/catalysts: [Pd] (Pd/C). Solvent: CCO (EtOH). Product: CN(CCOC=1C=C2CCCC(C2=CC1)N)C (6-(2-dimethylamino-ethoxy)-1,2,3,4-tetrahydro-naphthalen-1-ylamine). As a reaction SMILES: [CH3:1][N:2]([CH3:18])[CH2:3][CH2:4][O:5][C:6]1[CH:7]=[C:8]2[C:13](=[CH:14][CH:15]=1)[C:12](=[N:16]O)[CH2:11][CH2:10][CH2:9]2.Cl>[Pd].CCO>[CH3:1][N:2]([CH3:18])[CH2:3][CH2:4][O:5][C:6]1[CH:7]=[C:8]2[C:13](=[CH:14][CH:15]=1)[CH:12]([NH2:16])[CH2:11][CH2:10][CH2:9]2. Procedure details: A mixture of 6-(2-dimethylamino-ethoxy)-3,4-dihydro-2H-naphthalen-1-one oxime (0.3 g, 1.2 mmol), EtOH (12 mL), Pd/C (Aldrich, 0.13g, 0.12 mmol), and concentrated HCl (0.24 mL) was purged with H2 and connected to a H2 balloon overnight at RT. The catalyst was filtered through Celite® and washed with MeOH. The filtrate was concentrated in vacuo. The residue was added saturated NaHCO3 and extracted with CH2Cl2. The organic solution was dried over Na2SO4, filtered and concentrated in vacuo. The crud... Reactants: O (water), IC1=C(C(=CC=2CCCCC12)C(=O)OC)OC (Methyl 4-iodo-3-methoxy-5,6,7,8-tetrahydro-2-naphthalenecarboxylate), [H-].[Na+] (NaH), CN(C)C=O (DMF), COS(=O)(=O)OC (dimethylsulfate). Solvent: CCOCC (Et2O). Conditions: time 1 hour. Product: COC=1C=C(C=2CCCCC2C1)C(=O)OC (Methyl 3-methoxy-5,6,7,8-tetrahydro-1-naphthalenecarboxylate). The yield is 61.0%. RXN SMILES: I[C:2]1[C:11]2[CH2:10][CH2:9][CH2:8][CH2:7][C:6]=2[CH:5]=[C:4](C(OC)=O)[C:3]=1[O:16][CH3:17].[H-].[Na+].COS([O:25][CH3:26])(=O)=O.O.CN([CH:31]=[O:32])C>CCOCC>[CH3:17][O:16][C:3]1[CH:4]=[C:5]([C:31]([O:25][CH3:26])=[O:32])[C:6]2[CH2:7][CH2:8][CH2:9][CH2:10][C:11]=2[CH:2]=1 |f:1.2|. Reported procedure: To a solution of methyl 3-hydroxy-5,6,7,8-tetrahydro-1-naphthalenecarboxylate (Example 6 subpart (c)) (1.38 g, 6.69 mmol) in DMF (30 mL) was added NaH (0.32 g, 8.0 mmol). After stirring at room temperature for 1 h, dimethylsulfate (0.76 mL, 8.0 mmol) was added, the mixture stirred at room temperature for 1 h and water and Et2O was added. The separated organic layer was washed with brine, water, dried (MgSO4), filtered and concentrated. Following flash chromatography methyl 3-methoxy-5,6,7,8-tetr... The reactants are [OH-].[Na+] (sodium hydroxide), CC1=C(SC=C1)C1=CC=C(C=C1)C(C(=O)O)C (2-[4-(3-methyl-2-thienyl)phenyl]propionic acid). Conditions: time 30 minute. The product is dihydrate, CC1=C(SC=C1)C1=CC=C(C=C1)C(C(=O)[O-])C.[Na+] (sodium 2-[4-(3-methyl-2-thienyl)phenyl]propionate). RXN SMILES: [OH-].[Na+:2].[CH3:3][C:4]1[CH:8]=[CH:7][S:6][C:5]=1[C:9]1[CH:14]=[CH:13][C:12]([CH:15]([CH3:19])[C:16]([OH:18])=[O:17])=[CH:11][CH:10]=1>>[CH3:3][C:4]1[CH:8]=[CH:7][S:6][C:5]=1[C:9]1[CH:10]=[CH:11][C:12]([CH:15]([CH3:19])[C:16]([O-:18])=[O:17])=[CH:13][CH:14]=1.[Na+:2] |f:0.1,3.4|. Reported procedure: To 19.5 ml of 1 N sodium hydroxide solution was added 4.9 g (0.02 mole) of 2-[4-(3-methyl-2-thienyl)phenyl]propionic acid. After stirring for 30 minutes, the insoluble substance was removed by extraction with 20 ml of chloroform. The aqueous layer was concentrated under reduced pressure with heating. The residue was recrystallized from a toluene-water-dioxane mixture to obtain dihydrate of sodium 2-[4-(3-methyl-2-thienyl)phenyl]propionate having melting point of 206°-207° C. Starting materials: CO, Cn1c(S(C)=O)nnc(N)c1=O. Yields the product COc1nnc(N)c(=O)n1C. As a reaction SMILES: [CH3:13][OH:14].[NH2:1][c:2]1[c:3](=[O:12])[n:4]([CH3:11])[c:5]([S:8]([CH3:9])=[O:10])[n:6][n:7]1>>[NH2:1][c:2]1[c:3](=[O:12])[n:4]([CH3:11])[c:5]([O:14][CH3:13])[n:6][n:7]1. Reactants: N\C(\CCNC(OC(C)(C)C)=O)=N/OC(C(C)(C)C)=O (tert-butyl ((3Z)-3-amino-3-{[(2,2-dimethylpropanoyl)oxy]imino}propyl)carbamate), [F-].C(CCC)[N+](CCCC)(CCCC)CCCC (tetrabutylammonium fluoride), CCOC(=O)C (EtOAc). The solvent is C1CCOC1 (THF), C1CCOC1 (THF). Conditions: time 2 hour. Yields the product C(C)(C)(C)C1=NC(=NO1)CCNC(OC(C)(C)C)=O (tert-butyl [2-(5-tert-butyl-1,2,4-oxadiazol-3-yl)ethyl]carbamate). The yield is 98.0%. As a reaction SMILES: [NH2:1]/[C:2](=[N:13]\[O:14][C:15](=O)[C:16]([CH3:19])([CH3:18])[CH3:17])/[CH2:3][CH2:4][NH:5][C:6](=[O:12])[O:7][C:8]([CH3:11])([CH3:10])[CH3:9].[F-].C([N+](CCCC)(CCCC)CCCC)CCC.CCOC(C)=O>C1COCC1>[C:16]([C:15]1[O:14][N:13]=[C:2]([CH2:3][CH2:4][NH:5][C:6](=[O:12])[O:7][C:8]([CH3:11])([CH3:10])[CH3:9])[N:1]=1)([CH3:19])([CH3:18])[CH3:17] |f:1.2|. Procedure details: To a stirred suspension of tert-butyl ((3Z)-3-amino-3-{[(2,2-dimethylpropanoyl)oxy]imino}propyl)carbamate, obtained in step II as describe above (51 g; 177 mmol; 1 eq.), in dry THF (1000 ml) under N2, is added dropwise at RT a solution of tetrabutylammonium fluoride solution (177.5 ml; 1 M; 177.5 mmol; 1 eq.) in dry THF (400 ml). At the end of addition, the initial white suspension becomes a yellow solution. The reaction is followed by NMR. After 2 h the reaction is complete. The reaction mixtur...